From a dataset of the Open Reaction Database (ORD), a public repository of structured organic reaction records. describe an organic reaction: reactants, conditions, products, and yield Reactants: BrCC1=CC=C(C=C1)C=1N=NN(N1)C (5-[4-(bromomethyl)phenyl]-2-methyl-1,2,3,4-tetrazole), Cl.O.N1CCC(CC1)=O (4-piperidone monohydrate hydrochloride), C(C)(C)N(C(C)C)CC (N,N-diisopropylethylamine). The solvent is CS(=O)C (dimethylsulfoxide). Conditions: temperature 35 celsius. The product is CN1N=C(N=N1)C1=CC=C(C=C1)CN1CCC(CC1)=O (1-{[4-(2-methyl-1,2,3,4-tetrazol-5-yl)phenyl]methyl}piperidin-4-one). Yield: 36.9%. As a reaction SMILES: Br[CH2:2][C:3]1[CH:8]=[CH:7][C:6]([C:9]2[N:10]=[N:11][N:12]([CH3:14])[N:13]=2)=[CH:5][CH:4]=1.Cl.O.[NH:17]1[CH2:22][CH2:21][C:20](=[O:23])[CH2:19][CH2:18]1.C(N(CC)C(C)C)(C)C>CS(C)=O>[CH3:14][N:12]1[N:11]=[N:10][C:9]([C:6]2[CH:7]=[CH:8][C:3]([CH2:2][N:17]3[CH2:22][CH2:21][C:20](=[O:23])[CH2:19][CH2:18]3)=[CH:4][CH:5]=2)=[N:13]1 |f:1.2.3|. Procedure: A solution of 23 grams (0.091 mole) of 5-[4-(bromomethyl)phenyl]-2-methyl-1,2,3,4-tetrazole, 14 grams (0.091 mole) of 4-piperidone monohydrate hydrochloride, and 47 mL (3 equivalents) of N,N-diisopropylethylamine in 200 mL of dimethylsulfoxide (DMSO) was stirred for about 3 days. The reaction was quenched by pouring the reaction mixture onto 400 mL of dilute, cold sodium hydroxide. The resultant solution was extracted one time with 300 mL of ethyl acetate. An emulsion formed, which was broken up...